Dataset: the Open Reaction Database (ORD), a public repository of structured organic reaction records. Task: describe an organic reaction: reactants, conditions, products, and yield The reactants are COC(=O)C(NC(=O)OCc1ccccc1)C1CC(=O)N(Cc2ccc(OC)cc2OC)C1=O, CO, CC(=O)O, [H][H], [Pd]. The product is COC(=O)C(N)C1CC(=O)N(Cc2ccc(OC)cc2OC)C1=O. RXN SMILES: [CH3:1][O:2][C:3]([CH:4]([NH:5][C:6]([O:7][CH2:8][c:9]1[cH:10][cH:11][cH:12][cH:13][cH:14]1)=[O:15])[CH:16]1[C:17](=[O:33])[N:18]([CH2:22][c:23]2[c:24]([O:31][CH3:32])[cH:25][c:26]([O:29][CH3:30])[cH:27][cH:28]2)[C:19](=[O:21])[CH2:20]1)=[O:34].[CH3:37][OH:38].[CH3:39][C:40](=[O:41])[OH:42].[H:35][H:36].[Pd:43]>>[CH3:1][O:2][C:3]([CH:4]([NH2:5])[CH:16]1[C:17](=[O:33])[N:18]([CH2:22][c:23]2[c:24]([O:31][CH3:32])[cH:25][c:26]([O:29][CH3:30])[cH:27][cH:28]2)[C:19](=[O:21])[CH2:20]1)=[O:34]. The reactants are CC(C)CCBr, CCC=C(C)C=O, CCC=C(C)C(CCC(C)C)OC, Cl, [Mg]. Product: CCC=C(C)C(O)CCC(C)C. RXN SMILES: [CH2:2]([Br:3])[CH2:4][CH:5]([CH3:6])[CH3:7].[CH3:21][C:22](=[CH:23][CH2:24][CH3:25])[CH:26]=[O:27].[CH3:8][O:9][CH:10]([CH2:11][CH2:12][CH:13]([CH3:14])[CH3:15])[C:16](=[CH:17][CH2:18][CH3:19])[CH3:20].[ClH:28].[Mg:1]>>[OH:9][CH:10]([CH2:11][CH2:12][CH:13]([CH3:14])[CH3:15])[C:16](=[CH:17][CH2:18][CH3:19])[CH3:20].